The task is: describe an organic reaction: reactants, conditions, products, and yield. This data is from the Open Reaction Database (ORD), a public repository of structured organic reaction records. The reactants are O=C(O)c1ccc(Br)cc1[N+](=O)[O-], CCO, [Cl-], [Fe], [NH4+], O. Product: Nc1cc(Br)ccc1C(=O)O. Reaction SMILES: [Br:3][c:4]1[cH:5][c:6]([N+:13]([O-:14])=[O:15])[c:7]([C:8](=[O:9])[OH:10])[cH:11][cH:12]1.[CH3:16][CH2:17][OH:18].[Cl-:1].[Fe:20].[NH4+:2].[OH2:19]>>[Br:3][c:4]1[cH:5][c:6]([NH2:13])[c:7]([C:8](=[O:9])[OH:10])[cH:11][cH:12]1. Reactants: C1=C(C=C(C(=C1O)O)O)C(=O)OC=2C=C(C=C(C2O)O)C(=O)OC[C@@H]3[C@H]([C@@H]([C@H]([C@@H](O3)OC(=O)C=4C=C(C(=C(C4)OC(=O)C=5C=C(C(=C(C5)O)O)O)O)O)OC(=O)C=6C=C(C(=C(C6)OC(=O)C=7C=C(C(=C(C7)O)O)O)O)O)OC(=O)C=8C=C(C(=C(C8)OC(=O)C=9C=C(C(=C(C9)O)O)O)O)O)OC(=O)C=1C=C(C(=C(C1)OC(=O)C=1C=C(C(=C(C1)O)O)O)O)O (tannic acid), C(C)(=O)[O-] (acetate), resultant mixture. Solvent: CO (methanol). Yields the product C(C1=CC(O)=C(O)C(O)=C1)(=O)O[C@H]1[C@H](OC(C2=CC(O)=C(O)C(O)=C2)=O)[C@@H](OC(C2=CC(O)=C(O)C(O)=C2)=O)[C@H](OC(C2=CC(O)=C(O)C(O)=C2)=O)[C@H](O1)COC(C1=CC(O)=C(O)C(O)=C1)=O (1,2,3,4,6-penta-O-galloyl-β-D-glucose). Yield: 51.0%. RXN SMILES: C1C(O)=C(O)C(O)=CC=1C([O:12][C:13]1[CH:14]=[C:15]([C:21]([O:23][CH2:24][C@H:25]2[O:30][C@@H:29]([O:31][C:32]([C:34]3[CH:35]=[C:36]([OH:53])[C:37]([OH:52])=[C:38]([O:40]C(C4C=C(O)C(O)=C(O)C=4)=O)[CH:39]=3)=[O:33])[C@H:28]([O:54][C:55]([C:57]3[CH:58]=[C:59]([OH:76])[C:60]([OH:75])=[C:61]([O:63]C(C4C=C(O)C(O)=C(O)C=4)=O)[CH:62]=3)=[O:56])[C@@H:27]([O:77][C:78]([C:80]3[CH:81]=[C:82]([OH:99])[C:83]([OH:98])=[C:84]([O:86]C(C4C=C(O)C(O)=C(O)C=4)=O)[CH:85]=3)=[O:79])[C@@H:26]2[O:100][C:101]([C:103]2[CH:104]=[C:105]([OH:122])[C:106]([OH:121])=[C:107]([O:109]C(C3C=C(O)C(O)=C(O)C=3)=O)[CH:108]=2)=[O:102])=[O:22])[CH:16]=[C:17]([OH:20])[C:18]=1[OH:19])=O.C([O-])(=O)C>CO>[C:32]([O:31][C@@H:29]1[O:30][C@H:25]([CH2:24][O:23][C:21](=[O:22])[C:15]2[CH:14]=[C:13]([OH:12])[C:18]([OH:19])=[C:17]([OH:20])[CH:16]=2)[C@@H:26]([O:100][C:101](=[O:102])[C:103]2[CH:108]=[C:107]([OH:109])[C:106]([OH:121])=[C:105]([OH:122])[CH:104]=2)[C@H:27]([O:77][C:78](=[O:79])[C:80]2[CH:85]=[C:84]([OH:86])[C:83]([OH:98])=[C:82]([OH:99])[CH:81]=2)[C@H:28]1[O:54][C:55](=[O:56])[C:57]1[CH:62]=[C:61]([OH:63])[C:60]([OH:75])=[C:59]([OH:76])[CH:58]=1)(=[O:33])[C:34]1[CH:39]=[C:38]([OH:40])[C:37]([OH:52])=[C:36]([OH:53])[CH:35]=1. Procedure: To 1 g of tannic acid according to Japanese Pharmacopoeia (available from Iwaki Seiyaku Co., Ltd.), there were added 50 ml of methanol and 25 ml of acetate buffer (pH 5.5) and the resultant mixture was stirred at 50° C. for 18 hours. After distilling off methanol under a reduced pressure, the residue was extracted three times with ethyl acetate and then the solvent was distilled off under a reduced pressure. This crude product was fractionated by HPLC (YMC-PACK, D-ODS-5 20×250 mm; eluent=methano... Reactants: ClC1=CC(=C(CN2N=CC3=CC(=CC=C23)C=C2C(N=C(S2)SCC)=O)C=C1)C(F)(F)F (5-[1-(4-chloro-2-trifluoromethyl-benzyl)-1H-indazol-5-ylmethylene]-2-ethylsulfanyl-thiazol-4-one), C[C@@H]1NC[C@@H](NC1)C (2-(S),5-(S)-Dimethyl-piperazine). The product is ClC1=CC(=C(CN2N=CC3=CC(=CC=C23)C=C2C(N=C(S2)N2C(CNC(C2)C)C)=O)C=C1)C(F)(F)F (5-[1-(4-Chloro-2-trifluoromethyl-benzyl)-1H-indazol-5-ylmethylene]-2-(2,5-dimethyl-piperazin-1-yl)-thiazol-4-one). RXN SMILES: [Cl:1][C:2]1[CH:27]=[CH:26][C:5]([CH2:6][N:7]2[C:15]3[C:10](=[CH:11][C:12]([CH:16]=[C:17]4[S:21][C:20](SCC)=[N:19][C:18]4=[O:25])=[CH:13][CH:14]=3)[CH:9]=[N:8]2)=[C:4]([C:28]([F:31])([F:30])[F:29])[CH:3]=1.[CH3:32][C@H:33]1[CH2:38][NH:37][C@@H:36]([CH3:39])[CH2:35][NH:34]1>>[Cl:1][C:2]1[CH:27]=[CH:26][C:5]([CH2:6][N:7]2[C:15]3[C:10](=[CH:11][C:12]([CH:16]=[C:17]4[S:21][C:20]([N:34]5[CH2:35][CH:36]([CH3:39])[NH:37][CH2:38][CH:33]5[CH3:32])=[N:19][C:18]4=[O:25])=[CH:13][CH:14]=3)[CH:9]=[N:8]2)=[C:4]([C:28]([F:31])([F:29])[F:30])[CH:3]=1. Procedure: 5-[1-(4-Chloro-2-trifluoromethyl-benzyl)-1H-indazol-5-ylmethylene]-2-(2,5-dimethyl-piperazin-1-yl)-thiazol-4-one one was prepared from 5-[1-(4-chloro-2-trifluoromethyl-benzyl)-1H-indazol-5-ylmethylene]-2-ethylsulfanyl-thiazol-4-one and 2-(S),5-(S)-Dimethyl-piperazine following General Procedure C. The reactants are O=C([O-])[O-], Cc1ncc[nH]1, CS(C)=O, O=[N+]([O-])c1ccc(F)cc1, [K+], [K+], O. Yields the product Cc1nccn1-c1ccc([N+](=O)[O-])cc1. RXN SMILES: [C:17](=[O:18])([O-:19])[O-:20].[CH3:11][c:12]1[nH:13][cH:14][cH:15][n:16]1.[CH3:24][S:25]([CH3:26])=[O:27].[F:1][c:2]1[cH:3][cH:4][c:5]([N+:8](=[O:9])[O-:10])[cH:6][cH:7]1.[K+:21].[K+:22].[OH2:23]>>[c:2]1(-[n:13]2[c:12]([CH3:11])[n:16][cH:15][cH:14]2)[cH:3][cH:4][c:5]([N+:8](=[O:9])[O-:10])[cH:6][cH:7]1. Reactants: CN1CCC(CC1)NC1=C(C=CC=C1)/C=C/C(=O)OC ((E)-methyl 3-(2-(1-methylpiperidin-4-ylamino)phenyl)acrylate), [H][H] (hydrogen). The reagents and catalysts are [Pd] (palladium on carbon). Run in CCOC(=O)C (EtOAc), CO (MeOH). Yields the product CN1CCC(CC1)NC1=C(C=CC=C1)CCC(=O)OC (Methyl 3-(2-(1-methylpiperidin-4-ylamino)phenyl)propanoate). Reaction SMILES: [CH3:1][N:2]1[CH2:7][CH2:6][CH:5]([NH:8][C:9]2[CH:14]=[CH:13][CH:12]=[CH:11][C:10]=2/[CH:15]=[CH:16]/[C:17]([O:19][CH3:20])=[O:18])[CH2:4][CH2:3]1.[H][H]>[Pd].CCOC(C)=O.CO>[CH3:1][N:2]1[CH2:3][CH2:4][CH:5]([NH:8][C:9]2[CH:14]=[CH:13][CH:12]=[CH:11][C:10]=2[CH2:15][CH2:16][C:17]([O:19][CH3:20])=[O:18])[CH2:6][CH2:7]1. Reported procedure: A suspension of (E)-methyl 3-(2-(1-methylpiperidin-4-ylamino)phenyl)acrylate (330 mg, 1.20 mmol) and palladium on carbon (10% wt, 128 mg, 0.12 mmol) in 20 mL EtOAc was stirred under a balloon of hydrogen overnight. The suspension was diluted with MeOH (50 mL) and filtered through a pad of celite. The celite pad was rinsed with 10 mL of MeOH. The filtrate was concentrated and the residue was subjected to flash chromatography on silica gel using 5% 2M NH3 in MeOH/CH2Cl2. A light yellow oil was obt... The reactants are COC1=C(C=CC=C1)C=1SC=C(N1)C(=O)O (2-(2-methoxyphenyl)-4-thiazolecarboxylic acid), N,N'-carbonyldimidazole, NC1=NN=NN1 (5-aminotetrazole). Solvent: CN(C)C=O (DMF), CN(C)C=O (DMF). Conditions: time 1 hour. Yields the product COC1=C(C=CC=C1)C=1SC=C(N1)C(=O)NC1=NN=NN1 (2-(2-methoxyphenyl)-N-(1H-tetrazole-5-yl)-4-thiazolecarboxamide). The yield is 79.4%. As a reaction SMILES: [CH3:1][O:2][C:3]1[CH:8]=[CH:7][CH:6]=[CH:5][C:4]=1[C:9]1[S:10][CH:11]=[C:12]([C:14]([OH:16])=O)[N:13]=1.[NH2:17][C:18]1[NH:22][N:21]=[N:20][N:19]=1>CN(C=O)C>[CH3:1][O:2][C:3]1[CH:8]=[CH:7][CH:6]=[CH:5][C:4]=1[C:9]1[S:10][CH:11]=[C:12]([C:14]([NH:17][C:18]2[NH:22][N:21]=[N:20][N:19]=2)=[O:16])[N:13]=1. Reported procedure: A solution of 2-(2-methoxyphenyl)-4-thiazolecarboxylic acid (250 mg) and N,N'-carbonyldimidazole (CDI, 207 mg) in dry DMF (2.5 ml) was allowed to react with stirring at room temperature for 1 hour. Then a solution of 5-aminotetrazole (109 mg) in dry DMF (1.5 ml) was added dropwise thereto and allowed to react at 70° C. for 2 hours. The solvent was removed from the mixture, and the residue was treated with water and acidified with 2N-HCl. The produced solids were filtered, washed with water, trea... Reactants: CCOC(C)=N, O=C([O-])[O-], Cl, Cl, [K+], [K+], O, CC(O)C1C(=O)N2C(C(=O)O)=C(SC3CNC(COCCNC(N)=O)C3)C(C)C12. Product: CC(=N)N1CC(SC2=C(C(=O)O)N3C(=O)C(C(C)O)C3C2C)CC1COCCNC(N)=O. RXN SMILES: [C:31]([CH3:32])([O:33][CH2:34][CH3:35])=[NH:36].[C:37](=[O:38])([O-:39])[O-:40].[ClH:30].[ClH:43].[K+:41].[K+:42].[OH2:44].[OH:1][CH:2]([CH3:3])[CH:4]1[CH:5]2[CH:6]([CH3:29])[C:7]([S:15][CH:16]3[CH2:17][CH:18]([CH2:21][O:22][CH2:23][CH2:24][NH:25][C:26](=[O:27])[NH2:28])[NH:19][CH2:20]3)=[C:8]([C:12](=[O:13])[OH:14])[N:9]2[C:10]1=[O:11]>>[OH:1][CH:2]([CH3:3])[CH:4]1[CH:5]2[CH:6]([CH3:29])[C:7]([S:15][CH:16]3[CH2:17][CH:18]([CH2:21][O:22][CH2:23][CH2:24][NH:25][C:26](=[O:27])[NH2:28])[N:19]([C:31]([CH3:32])=[NH:36])[CH2:20]3)=[C:8]([C:12](=[O:13])[OH:14])[N:9]2[C:10]1=[O:11].